Dataset: the Open Reaction Database (ORD), a public repository of structured organic reaction records. Task: describe an organic reaction: reactants, conditions, products, and yield Reactants: C(CCC)[Li] (butyllithium), FC(C(=O)O)(F)F (trifluoroacetic acid), COC1=C(CNS(=O)(=O)CC2=CC=C(C=C2)CN2CCOCC2)C=CC(=C1)OC (N-(2,4-dimethoxybenzyl)-C-(4-morpholin-4-ylmethylphenyl)methanesulfonamide), CC(=O)C (acetone). The solvent is CCCCCC (hexane), C1CCOC1 (THF). Conditions: time 5 minute. Yields the product OC(C(S(=O)(=O)N)C1=CC=C(C=C1)CN1CCOCC1)(C)C (2-Hydroxy-2-methyl-1-(4-morpholin-4-ylmethylphenyl)propane-1-sulfonamide). Reaction SMILES: COC1C=C(OC)C=CC=1C[NH:6][S:7]([CH2:10][C:11]1[CH:16]=[CH:15][C:14]([CH2:17][N:18]2[CH2:23][CH2:22][O:21][CH2:20][CH2:19]2)=[CH:13][CH:12]=1)(=[O:9])=[O:8].C([Li])CCC.[CH3:35][C:36]([CH3:38])=[O:37].FC(F)(F)C(O)=O>C1COCC1.CCCCCC>[OH:37][C:36]([CH3:38])([CH3:35])[CH:10]([C:11]1[CH:12]=[CH:13][C:14]([CH2:17][N:18]2[CH2:19][CH2:20][O:21][CH2:22][CH2:23]2)=[CH:15][CH:16]=1)[S:7]([NH2:6])(=[O:8])=[O:9]. Procedure details: Under inert gas, 0.410 g of N-(2,4-dimethoxybenzyl)-C-(4-morpholin-4-ylmethylphenyl)methanesulfonamide was initially charged in 5 ml of THF and then, at −78° C., 1.34 ml of a 1.6 N butyllithium solution in hexane were added dropwise. The reaction mixture was stirred for 5 minutes and then 0.29 ml of acetone was added dropwise. The mixture was stirred at constant temperature for 5 minutes, 0.22 ml of trifluoroacetic acid were added and the mixture was allowed to come to room temperature. The solv... The product is CCOc1cc(Cl)c(cc1n2cccn2)C#N. Conditions: temperature 110 celsius, time 18 hour. The reagents and catalysts are c1ccc(cc1)-c2c3ccccc3cc4ccccc24 (9-Phenylanthracene), C(=O)([O-])[O-].[K+].[K+]   (K2CO3), c12c3c(c(c(cn3)C)C)ccc1c(c(cn2)C)C (3,4,7,8-4Me-Phen), [Cu]I (CuI). The solvent is C1COCCO1 (Dioxane). The reactants are c1cn[nH]c1, c1c(c(cc(c1Cl)C#N)I)OCC. Reaction SMILES: [CH3:1][CH2:2][O:3][c:4]1[c:10](I)[cH:9][c:8]([C:11]#[N:12])[c:6]([Cl:7])[cH:5]1.[cH:13]1[cH:17][nH:16][n:15][cH:14]1>>[CH3:1][CH2:2][O:3][c:4]1[c:10]([n:16]2[n:15][cH:14][cH:13][cH:17]2)[cH:9][c:8]([C:11]#[N:12])[c:6]([Cl:7])[cH:5]1. The reactants are CO, COC(=O)CC1Cc2cc(Cl)c3[nH]nc(Cl)c3c2CN(CCN2CCCCC2)C1=O, [Li+], C1CCOC1, [OH-], O, O. RXN SMILES: [CH3:36][OH:37].[Cl:1][c:2]1[n:3][nH:4][c:5]2[c:6]([Cl:30])[cH:7][c:8]3[c:9]([c:10]12)[CH2:11][N:12]([CH2:22][CH2:23][N:24]1[CH2:25][CH2:26][CH2:27][CH2:28][CH2:29]1)[C:13](=[O:21])[CH:14]([CH2:16][C:17](=[O:18])[O:19][CH3:20])[CH2:15]3.[Li+:41].[O:31]1[CH2:32][CH2:33][CH2:34][CH2:35]1.[OH-:40].[OH2:38].[OH2:39]>>[Cl:1][c:2]1[n:3][nH:4][c:5]2[c:6]([Cl:30])[cH:7][c:8]3[c:9]([c:10]12)[CH2:11][N:12]([CH2:22][CH2:23][N:24]1[CH2:25][CH2:26][CH2:27][CH2:28][CH2:29]1)[C:13](=[O:21])[CH:14]([CH2:16][C:17](=[O:18])[OH:19])[CH2:15]3. The product is O=C(O)CC1Cc2cc(Cl)c3[nH]nc(Cl)c3c2CN(CCN2CCCCC2)C1=O. The reagents and catalysts are [Cu]I (copper (I) iodide). Solvent: O1CCCC1 (tetrahydrofuran), O1CCCC1 (tetrahydrofuran). Reported procedure: 686 mg (3.60 mmol) of copper (I) iodide were added to 24.2 ml (36.3 mmol) of a 1.5M butylmagnesium bromide solution in tetrahydrofuran, whilst cooling in an ice-salt bath, and the resulting mixture was stirred for 15 minutes to form a suspension. A solution of 7.47 g (24.3 mmol) of ethyl 3-(2,4-dimethoxyphenyl)-2-ethoxycarbonyl-2-propenoate (prepared as described in Preparation 1) in 25 ml of tetrahydrofuran was then added dropwise to this suspension at the same temperature over a period of 20 m... As a reaction SMILES: [CH2:1]([Mg]Br)[CH2:2][CH2:3][CH3:4].[CH3:7][O:8][C:9]1[CH:14]=[C:13]([O:15][CH3:16])[CH:12]=[CH:11][C:10]=1[CH:17]=[C:18]([C:24]([O:26][CH2:27][CH3:28])=[O:25])[C:19]([O:21][CH2:22][CH3:23])=[O:20].Cl>O1CCCC1.[Cu]I>[CH3:7][O:8][C:9]1[CH:14]=[C:13]([O:15][CH3:16])[CH:12]=[CH:11][C:10]=1[CH:17]([CH:18]([C:24]([O:26][CH2:27][CH3:28])=[O:25])[C:19]([O:21][CH2:22][CH3:23])=[O:20])[CH2:1][CH2:2][CH2:3][CH3:4]. Reaction conditions: time 15 minute. Yields the product COC1=C(C=CC(=C1)OC)C(CCCC)C(C(=O)OCC)C(=O)OCC (diethyl 2-[1-(2,4-dimethoxyphenyl)pentyl]malonate). Reactants: COC1=C(C=CC(=C1)OC)C=C(C(=O)OCC)C(=O)OCC (ethyl 3-(2,4-dimethoxyphenyl)-2-ethoxycarbonyl-2-propenoate), C(CCC)[Mg]Br (butylmagnesium bromide), Cl (hydrochloric acid).